From a dataset of the Open Reaction Database (ORD), a public repository of structured organic reaction records. describe an organic reaction: reactants, conditions, products, and yield The reactants are O=C(O)c1ccc2nccnc2c1, C#Cc1cccc(N)c1. Reagents/catalysts: CN(C)C(=[N+](C)C)F.F[P-](F)(F)(F)(F)F (TFFH), CCN(C(C)C)C(C)C (DIPEA). Run in CN(C)C=O (DMF), CN(C)C=O (DMF), CN(C)C=O (DMF), CN(C)C=O (DMF), CN(C)C=O (DMF), CN(C)C=O (DMF). Reaction conditions: temperature 25 celsius, time 2 hour. Yields the product C#Cc1cccc(NC(=O)c2ccc3nccnc3c2)c1. Isolated yield 0.1%. As a reaction SMILES: C#Cc1cccc(N)c1.O=C(O)c1ccc2nccnc2c1.CN(C)C(=[N+](C)C)F.F[P-](F)(F)(F)(F)F.CCN(C(C)C)C(C)C.CN(C)C=O>>C#Cc1cccc(NC(=O)c2ccc3nccnc3c2)c1. The reactants are [BH4-], CCOC(=O)C1(c2ccccc2)CCN(C2=CCC(C#N)(c3ccccn3)CC2)CC1, CCO, [Na+]. Yields the product CCOC(=O)C1(c2ccccc2)CCN(C2CCC(C#N)(c3ccccn3)CC2)CC1. As a reaction SMILES: [BH4-:32].[C:1](#[N:2])[C:3]1([c:26]2[n:27][cH:28][cH:29][cH:30][cH:31]2)[CH2:4][CH:5]=[C:6]([N:9]2[CH2:10][CH2:11][C:12]([C:15](=[O:16])[O:17][CH2:18][CH3:19])([c:20]3[cH:21][cH:22][cH:23][cH:24][cH:25]3)[CH2:13][CH2:14]2)[CH2:7][CH2:8]1.[CH3:34][CH2:35][OH:36].[Na+:33]>>[C:1](#[N:2])[C:3]1([c:26]2[n:27][cH:28][cH:29][cH:30][cH:31]2)[CH2:4][CH2:5][CH:6]([N:9]2[CH2:10][CH2:11][C:12]([C:15](=[O:16])[O:17][CH2:18][CH3:19])([c:20]3[cH:21][cH:22][cH:23][cH:24][cH:25]3)[CH2:13][CH2:14]2)[CH2:7][CH2:8]1. The reactants are Cl (hydrochloric acid), NC1=C(C(=O)O)C=CC(=C1)S(N)(=O)=O (2-amino-4-sulfamoylbenzoic acid), ClC(=O)OCC (ethyl chloroformate). Solvent: [OH-].[Na+] (sodium hydroxide), [OH-].[Na+] (sodium hydroxide). Conditions: time 3 hour. Product: C(C)OC(=O)NC1=C(C(=O)O)C=CC(=C1)S(N)(=O)=O (2-ethoxycarbonylamino-4-sulfamoylbenzoic acid). As a reaction SMILES: [NH2:1][C:2]1[CH:10]=[C:9]([S:11](=[O:14])(=[O:13])[NH2:12])[CH:8]=[CH:7][C:3]=1[C:4]([OH:6])=[O:5].Cl[C:16]([O:18][CH2:19][CH3:20])=[O:17].Cl>[OH-].[Na+]>[CH2:19]([O:18][C:16]([NH:1][C:2]1[CH:10]=[C:9]([S:11](=[O:14])(=[O:13])[NH2:12])[CH:8]=[CH:7][C:3]=1[C:4]([OH:6])=[O:5])=[O:17])[CH3:20] |f:3.4|. Procedure details: To a solution of 2-amino-4-sulfamoylbenzoic acid (1.32 g) in 2N sodium hydroxide (6 ml) was added dropwise ethyl chloroformate (1.9 ml) and 2N sodium hydroxide on an ice bath. After stirring for 3 hours, the reaction mixture was acidified with 1N hydrochloric acid, extracted with ethyl acetate. Combined organic extracts were washed in turn with water and brine, dried over magnesium sulfate and evaporated to give an amorphous of 2-ethoxycarbonylamino-4-sulfamoylbenzoic acid (1.99 g). Reactants: NC1=CC=C(OC2CCN(CC2)C(=O)C2=C(C=CC=C2Cl)Cl)C=C1 ([4-(4-amino-phenoxy)-piperidin-1-yl]-(2,6-dichlorophenyl)-methanone), ClC(COC(NC=1N(N=C(C1)C(C)(C)C)C)=O)(Cl)Cl ((5-tert-butyl-2-methyl-2H-pyrazol-3-yl)-carbamic acid 2,2,2-trichloro-ethyl ester), C(C)(C)N(C(C)C)CC (N,N-diisopropylethylamine). Run in CS(=O)C (DMSO). Conditions: temperature 60 celsius, time 6 hour. The product is C(C)(C)(C)C=1C=C(N(N1)C)NC(=O)NC1=CC=C(C=C1)OC1CCN(CC1)C(C1=C(C=CC=C1Cl)Cl)=O (1-(5-tert-Butyl-2-methyl-2H-pyrazol-3-yl)-3-{4-[1-(2,6-dichlorobenzoyl)-piperidin-4-yloxy]phenyl}urea). Reaction SMILES: [NH2:1][C:2]1[CH:24]=[CH:23][C:5]([O:6][CH:7]2[CH2:12][CH2:11][N:10]([C:13]([C:15]3[C:20]([Cl:21])=[CH:19][CH:18]=[CH:17][C:16]=3[Cl:22])=[O:14])[CH2:9][CH2:8]2)=[CH:4][CH:3]=1.ClC(Cl)(Cl)C[O:28][C:29](=O)[NH:30][C:31]1[N:32]([CH3:40])[N:33]=[C:34]([C:36]([CH3:39])([CH3:38])[CH3:37])[CH:35]=1.C(N(CC)C(C)C)(C)C>CS(C)=O>[C:36]([C:34]1[CH:35]=[C:31]([NH:30][C:29]([NH:1][C:2]2[CH:24]=[CH:23][C:5]([O:6][CH:7]3[CH2:8][CH2:9][N:10]([C:13](=[O:14])[C:15]4[C:20]([Cl:21])=[CH:19][CH:18]=[CH:17][C:16]=4[Cl:22])[CH2:11][CH2:12]3)=[CH:4][CH:3]=2)=[O:28])[N:32]([CH3:40])[N:33]=1)([CH3:39])([CH3:37])[CH3:38]. Procedure details: Nitrogen gas is bubbled through a solution of [4-(4-amino-phenoxy)-piperidin-1-yl]-(2,6-dichlorophenyl)-methanone (47 mg, 0.12 mmol) and (5-tert-butyl-2-methyl-2H-pyrazol-3-yl)-carbamic acid 2,2,2-trichloro-ethyl ester (42 mg, 0.12 mmol) in DMSO (1.5 mL) for 5 min. Next, N,N-diisopropylethylamine (40 μL, 0.24 mmol) is added. The reaction mixture is stirred at 60° C. for 6 hours. Then, DMSO is removed by passing the reaction mixture through an SCX column. The crude product is obtained by eluting ... Starting materials: NC1=CC=CC=C1 (aniline), NC(=O)N (urea), C12CN(CC(CC1)O2)C2=C1C(=NC(=N2)C2=CC=C(C=C2)NC(=O)NCC)N(N=C1)C1CCN(CC1)C(=O)OCC (ethyl 4-(4-(8-oxa-3-azabicyclo[3.2.1]octan-3-yl)-6-(4-(3-ethylureido)phenyl)-1H-pyrazolo[3,4-d]pyrimidin-1-yl)piperidine-1-carboxylate), CS(=O)(=O)C1=CC=C(N)C=C1 (4-(methylsulfonyl)aniline). The product is C12CN(CC(CC1)O2)C2=C1C(=NC(=N2)C2=CC=C(C=C2)NC(=O)NC2=CC=C(C=C2)S(=O)(=O)C)N(N=C1)C (1-(4-(4-(8-oxa-3-azabicyclo[3.2.1]octan-3-yl)-1-methyl-1H-pyrazolo[3,4-d]pyrimidin-6-yl)phenyl)-3-(4-(methylsulfonyl)phenyl)urea). RXN SMILES: NC(N)=O.[CH:5]12[O:12][CH:9]([CH2:10][CH2:11]1)[CH2:8][N:7]([C:13]1[N:18]=[C:17]([C:19]3[CH:24]=[CH:23][C:22]([NH:25][C:26](NCC)=[O:27])=[CH:21][CH:20]=3)[N:16]=[C:15]3[N:31]([CH:34]4CCN(C(OCC)=O)CC4)[N:32]=[CH:33][C:14]=13)[CH2:6]2.[CH3:45][S:46]([C:49]1[CH:55]=[CH:54][C:52]([NH2:53])=[CH:51][CH:50]=1)(=[O:48])=[O:47].NC1C=CC=CC=1>>[CH:5]12[O:12][CH:9]([CH2:10][CH2:11]1)[CH2:8][N:7]([C:13]1[N:18]=[C:17]([C:19]3[CH:20]=[CH:21][C:22]([NH:25][C:26]([NH:53][C:52]4[CH:54]=[CH:55][C:49]([S:46]([CH3:45])(=[O:47])=[O:48])=[CH:50][CH:51]=4)=[O:27])=[CH:23][CH:24]=3)[N:16]=[C:15]3[N:31]([CH3:34])[N:32]=[CH:33][C:14]=13)[CH2:6]2. Reported procedure: A urea formation procedure similar to that used for the synthesis of ethyl 4-(4-(8-oxa-3-azabicyclo[3.2.1]octan-3-yl)-6-(4-(3-ethylureido)phenyl)-1H-pyrazolo[3,4-d]pyrimidin-1-yl)piperidine-1-carboxylate is used, utilizing 4-(methylsulfonyl)aniline as the aniline component. (15%, MS=534.2 (M+H)) Starting materials: OOS(=O)[O-].[K+] (Oxone), C(C)(C)(C)OC(=O)N1CCC2(CCN(C2=O)CC2=CC=C(C=C2)SC)CC1 (2-(4-methylsulfanylbenzyl)-1-oxo-2,8-diaza-spiro[4.5]decane-8-carboxylic acid tert-butyl ester), C1CCOC1 (THF), aqueous solution, [OH-].[Na+] (sodium hydroxide). The solvent is O (water). Conditions: time 8 hour. The product is C(C)(C)(C)OC(=O)N1CCC2(CCN(C2=O)CC2=CC=C(C=C2)S(=O)(=O)C)CC1 (2-(4-methanesulfonylbenzyl)-1-oxo-2,8-diaza-spiro[4.5]decane-8-carboxylic acid tert-butyl ester). The yield is 79.1%. As a reaction SMILES: [C:1]([O:5][C:6]([N:8]1[CH2:27][CH2:26][C:11]2([C:15](=[O:16])[N:14]([CH2:17][C:18]3[CH:23]=[CH:22][C:21](SC)=[CH:20][CH:19]=3)[CH2:13][CH2:12]2)[CH2:10][CH2:9]1)=[O:7])([CH3:4])([CH3:3])[CH3:2].O[O:29][S:30]([O-:32])=O.[K+].[OH-].[Na+].[CH2:36]1COCC1>O>[C:1]([O:5][C:6]([N:8]1[CH2:27][CH2:26][C:11]2([C:15](=[O:16])[N:14]([CH2:17][C:18]3[CH:19]=[CH:20][C:21]([S:30]([CH3:36])(=[O:32])=[O:29])=[CH:22][CH:23]=3)[CH2:13][CH2:12]2)[CH2:10][CH2:9]1)=[O:7])([CH3:3])([CH3:2])[CH3:4] |f:1.2,3.4|. Procedure details: To 7.73 g (19.8 mmol) of 2-(4-methylsulfanylbenzyl)-1-oxo-2,8-diaza-spiro[4.5]decane-8-carboxylic acid tert-butyl ester, previously dissolved in 100 mL of THF, were added 18.2 g (29.7 mmol) of Oxone® in 100 mL of water. The reaction mixture was agitated overnight at room temperature. Then 100 mL of 1N aqueous solution of sodium hydroxide were added and the solution was extracted with DCM (2×200 mL). The combined organic layers were dried (Na2SO4), filtered and evaporated under reduced pressure t... Reactants: CC#N, CS(C)=O, Cc1csc(C(=O)C2C(=O)Nc3ccc(Cl)nc32)c1, O. The product is Cc1csc(C(=O)C2C(=O)N(C(N)=O)c3ccc(Cl)nc32)c1. RXN SMILES: [CH3:20][C:21]#[N:22].[CH3:24][S:25]([CH3:26])=[O:27].[Cl:1][c:2]1[n:3][c:4]2[c:8]([cH:9][cH:10]1)[NH:7][C:6](=[O:11])[CH:5]2[C:12]([c:13]1[cH:14][c:15]([CH3:18])[cH:16][s:17]1)=[O:19].[OH2:23]>>[Cl:1][c:2]1[n:3][c:4]2[c:8]([cH:9][cH:10]1)[N:7]([C:21]([NH2:22])=[O:23])[C:6](=[O:11])[CH:5]2[C:12]([c:13]1[cH:14][c:15]([CH3:18])[cH:16][s:17]1)=[O:19].